The task is: describe an organic reaction: reactants, conditions, products, and yield. This data is from the Open Reaction Database (ORD), a public repository of structured organic reaction records. Starting materials: ClC1=CC=C(C=N1)OC(C(=O)OCC)(C)C (ethyl 2-(6-chloropyridin-3-yloxy)-2-methylpropanoate), C(C)#N.C(=O)=O (acetonitrile dry ice), [H-].[Al+3].[Li+].[H-].[H-].[H-] (lithium aluminum hydride). Solvent: O1CCCC1 (tetrahydrofuran). Conditions: temperature -20 celsius, time 1 hour. Yields the product ClC1=CC=C(C=N1)OC(CO)(C)C (2-(6-chloropyridin-3-yloxy)-2-methylpropan-1-ol). Yield: 96.1%. As a reaction SMILES: [Cl:1][C:2]1[N:7]=[CH:6][C:5]([O:8][C:9]([CH3:16])([CH3:15])[C:10](OCC)=[O:11])=[CH:4][CH:3]=1.C(#N)C.C(=O)=O.[H-].[Al+3].[Li+].[H-].[H-].[H-]>O1CCCC1>[Cl:1][C:2]1[N:7]=[CH:6][C:5]([O:8][C:9]([CH3:16])([CH3:15])[CH2:10][OH:11])=[CH:4][CH:3]=1 |f:1.2,3.4.5.6.7.8|. Procedure: A solution of ethyl 2-(6-chloropyridin-3-yloxy)-2-methylpropanoate (6.093 g, 25.0 mmol) in dry tetrahydrofuran (80 mL) is cooled to −20° C. (acetonitrile/dry ice bath) under nitrogen atmosphere. A solution of lithium aluminum hydride (1.0 M in THF, 35 ml) was added via drop-wise addition over 10 minutes. The mixture was stirred at −20° C. for 1 hour. The reaction was carefully quenched via addition of water (0.73 ml). The mixture was stirred for 10 minutes and then an aqueous solution of 5% sodi... Reactants: CC(C)(C)C1=NNC=C1 (3-(1,1-dimethylethyl)1H-pyrazole), [H-].[Na+] (sodium hydride), oil, CS(=O)(=O)O.OC1C(N(CC1)C1=CC(=CC=C1)C(F)(F)F)=O (3-hydroxy-1-[3-(trifluoromethyl)phenyl]-2-pyrrolidinone methanesulfonate), O (water). The solvent is CN(C=O)C (N,N-dimethylformamide). Reaction conditions: time 15 minute. Product: CC(C)(C)C1=NN(C=C1)C1C(N(CC1)C1=CC(=CC=C1)C(F)(F)F)=O (3-[3-(1,1-dimethylethyl)-1H-pyrazol-1-yl]-1-[3-(trifluoromethyl)phenyl]-2-pyrrolidinone). RXN SMILES: [CH3:1][C:2]([C:5]1[CH:9]=[CH:8][NH:7][N:6]=1)([CH3:4])[CH3:3].[H-].[Na+].CS(O)(=O)=O.O[CH:18]1[CH2:22][CH2:21][N:20]([C:23]2[CH:28]=[CH:27][CH:26]=[C:25]([C:29]([F:32])([F:31])[F:30])[CH:24]=2)[C:19]1=[O:33].O>CN(C)C=O>[CH3:1][C:2]([C:5]1[CH:9]=[CH:8][N:7]([CH:18]2[CH2:22][CH2:21][N:20]([C:23]3[CH:28]=[CH:27][CH:26]=[C:25]([C:29]([F:32])([F:30])[F:31])[CH:24]=3)[C:19]2=[O:33])[N:6]=1)([CH3:4])[CH3:3] |f:1.2,3.4|. Procedure details: To a solution of 3-(1,1-dimethylethyl)1H-pyrazole (0.22 g, 1.8 mmol) in N,N-dimethylformamide (20 mL) under nitrogen at room temperature was added 60% sodium hydride in mineral oil (90 mg, 2.16 mmol). After the addition, the mixture was stirred at room temperature for ˜15 minutes, and 3-hydroxy-1-[3-(trifluoromethyl)phenyl]-2-pyrrolidinone methanesulfonate (0.5 g, 1.8 mmol) was added. The resulting reaction mixture was stirred at room temperature overnight and then poured into water (˜100 mL). T... Starting materials: CCC=CCC=CCC=CCCCCCCCC(=O)OCC(COC1OC(CO)C(O)C(O)C1O)OC(=O)CCCCCCCC=CCC=CCC=CCC, O. The product is CCC=CCC=CCC=CCCCCCCCC(=O)OCC(CO)OC(=O)CCCCCCCC=CCC=CCC=CCC. Reaction SMILES: [C:1]([CH2:2][CH2:3][CH2:4][CH2:5][CH2:6][CH2:7][CH2:8][CH:9]=[CH:10][CH2:11][CH:12]=[CH:13][CH2:14][CH:15]=[CH:16][CH2:17][CH3:18])(=[O:19])[O:20][CH2:21][CH:22]([O:23][C:24]([CH2:25][CH2:26][CH2:27][CH2:28][CH2:29][CH2:30][CH2:31][CH:32]=[CH:33][CH2:34][CH:35]=[CH:36][CH2:37][CH:38]=[CH:39][CH2:40][CH3:41])=[O:42])[CH2:43][O:44][CH:45]1[O:46][CH:47]([CH2:48][OH:49])[CH:50]([OH:51])[CH:52]([OH:53])[CH:54]1[OH:55].[OH2:56]>>[C:1]([CH2:2][CH2:3][CH2:4][CH2:5][CH2:6][CH2:7][CH2:8][CH:9]=[CH:10][CH2:11][CH:12]=[CH:13][CH2:14][CH:15]=[CH:16][CH2:17][CH3:18])(=[O:19])[O:20][CH2:21][CH:22]([O:23][C:24]([CH2:25][CH2:26][CH2:27][CH2:28][CH2:29][CH2:30][CH2:31][CH:32]=[CH:33][CH2:34][CH:35]=[CH:36][CH2:37][CH:38]=[CH:39][CH2:40][CH3:41])=[O:42])[CH2:43][OH:44]. Yields the product [Cl-].ClC1=CC(=C(C=C1)[N+]#N)[N+](=O)[O-] (4-Chloro-2-nitrobenzenediazonium Chloride). The solvent is O (water). Procedure: To a 500 mL three-necked flask fitted with a mechanical stirrer are added 134.2 g of concentrated hydrochloric acid and 60 g of 4-chloro-2-nitroaniline. After heating to 65° C., 106.6 g of water is added at which time the temperature is reduced to 0° C. Sodium nitrite (63.4 g, 40 wt %) is slowly added to the slurry while maintaining the solution at 0° C. The diazonium salt solution (281 g) is then filtered and stored at −15° C. until later use. Conditions: temperature 65 celsius. The reactants are Cl (hydrochloric acid), ClC1=CC(=C(N)C=C1)[N+](=O)[O-] (4-chloro-2-nitroaniline), N(=O)[O-].[Na+] (Sodium nitrite). Reaction SMILES: Cl.[Cl:2][C:3]1[CH:9]=[CH:8][C:6]([NH2:7])=[C:5]([N+:10]([O-:12])=[O:11])[CH:4]=1.[N:13]([O-])=O.[Na+]>O>[Cl-:2].[Cl:2][C:3]1[CH:9]=[CH:8][C:6]([N+:7]#[N:13])=[C:5]([N+:10]([O-:12])=[O:11])[CH:4]=1 |f:2.3,5.6|. Starting materials: [Mg+]Cc1ccccc1, CCCCCC, [Cl-], [Cl-], C[Si](C)(Cl)CCl, [NH4+], C1CCOC1. The product is C[Si](C)(CCl)Cc1ccccc1. Reaction SMILES: [CH2:13]([c:14]1[cH:15][cH:16][cH:17][cH:18][cH:19]1)[Mg+:20].[CH3:23][CH2:24][CH2:25][CH2:26][CH2:27][CH3:28].[Cl-:12].[Cl-:21].[Cl:6][Si:7]([CH3:8])([CH3:9])[CH2:10][Cl:11].[NH4+:22].[O:1]1[CH2:2][CH2:3][CH2:4][CH2:5]1>>[Si:7]([CH3:8])([CH3:9])([CH2:10][Cl:11])[CH2:13][c:14]1[cH:15][cH:16][cH:17][cH:18][cH:19]1.